From a dataset of the Open Reaction Database (ORD), a public repository of structured organic reaction records. describe an organic reaction: reactants, conditions, products, and yield The reactants are N#N.S(=O)(O)S(=O)O.C(C)(C)(C)OC(CN(CC1=CC=CC=C1)C([C@@H](NS(=O)(=O)C1=CC2=CC(=C(C=C2C=C1)OC)OC)CCCNC(N)=N)=O)=O (N2 (6,7-dimethoxy-2-naphthalenesulfonyl)-L-arginyl-N-benzylglycine tert-butyl ester hydrosulfite), Cl.C(C)(=O)OCC (HCl ethyl acetate). Solvent: C(Cl)(Cl)Cl (chloroform). Reaction conditions: time 5 hour. Product: N#N.COC=1C=C2C=CC(=CC2=CC1OC)S(=O)(=O)N[C@@H](CCCNC(N)=N)C(=O)N(CC(=O)O)CC1=CC=CC=C1 (N2 (6,7-dimethoxy-2-naphthalenesulfonyl)-L-arginyl-N-benzylglycine). Isolated yield 78.6%. As a reaction SMILES: [N:1]#[N:2].S(S(O)=O)(O)=O.C([O:13][C:14](=[O:52])[CH2:15][N:16]([C:24](=[O:51])[C@H:25]([CH2:44][CH2:45][CH2:46][NH:47][C:48](=[NH:50])[NH2:49])[NH:26][S:27]([C:30]1[CH:39]=[CH:38][C:37]2[C:32](=[CH:33][C:34]([O:42][CH3:43])=[C:35]([O:40][CH3:41])[CH:36]=2)[CH:31]=1)(=[O:29])=[O:28])[CH2:17][C:18]1[CH:23]=[CH:22][CH:21]=[CH:20][CH:19]=1)(C)(C)C.Cl.C(OCC)(=O)C>C(Cl)(Cl)Cl>[N:1]#[N:2].[CH3:41][O:40][C:35]1[CH:36]=[C:37]2[C:32](=[CH:33][C:34]=1[O:42][CH3:43])[CH:31]=[C:30]([S:27]([NH:26][C@H:25]([C:24]([N:16]([CH2:17][C:18]1[CH:23]=[CH:22][CH:21]=[CH:20][CH:19]=1)[CH2:15][C:14]([OH:52])=[O:13])=[O:51])[CH2:44][CH2:45][CH2:46][NH:47][C:48](=[NH:49])[NH2:50])(=[O:29])=[O:28])[CH:39]=[CH:38]2 |f:0.1.2,3.4,6.7|. Reported procedure: To a solution of 2.00 g of N2 -(6,7-dimethoxy-2-naphthalenesulfonyl)-L-arginyl-N-benzylglycine tert-butyl ester hydrosulfite in 20 ml of chloroform was added 50 ml of 15% HCl-ethyl acetate. The reaction mixture was stirred for 5 hours at room temperature. At the end of this period, the reaction mixture was evaporated to dryness. The residue was washed several times with dry diethyl ether and chromatographed on 80 ml of Daiaion® SK 102 ion exchange resin (200-300 mesh, H+ form, manufactured by Mi...